From a dataset of the Open Reaction Database (ORD), a public repository of structured organic reaction records. describe an organic reaction: reactants, conditions, products, and yield As a reaction SMILES: [Cl:1][c:2]1[c:3]([NH:4][C:5]([CH3:6])=[O:7])[cH:8][cH:9][c:10]([F:12])[cH:11]1.[OH2:17].[OH:13][N+:14]([O-:15])=[O:16].[S:18](=[O:19])(=[O:20])([OH:21])[OH:22]>>[Cl:1][c:2]1[c:3]([NH:4][C:5]([CH3:6])=[O:7])[cH:8][c:9]([N+:14](=[O:13])[O-:15])[c:10]([F:12])[cH:11]1. Reactants: CC(=O)Nc1ccc(F)cc1Cl, O, O=[N+]([O-])O, O=S(=O)(O)O. The product is CC(=O)Nc1cc([N+](=O)[O-])c(F)cc1Cl. Reactants: C(C1=CC=CC=C1)NC1=C(C(=NC(=C1)C(F)(F)F)Cl)[N+](=O)[O-] (Benzyl-(2-chloro-3-nitro-6-trifluoromethyl-pyridin-4-yl)-amine), C(=O)([O-])[O-].[K+].[K+] (K2CO3). The solvent is S(O)(O)(=O)=O (sulphuric acid). Product: ClC1=NC(=CC(=C1[N+](=O)[O-])N)C(F)(F)F (2-Chloro-3-nitro-6-trifluoromethyl-pyridin-4-ylamine). Isolated yield 97.9%. As a reaction SMILES: C([NH:8][C:9]1[CH:14]=[C:13]([C:15]([F:18])([F:17])[F:16])[N:12]=[C:11]([Cl:19])[C:10]=1[N+:20]([O-:22])=[O:21])C1C=CC=CC=1.C([O-])([O-])=O.[K+].[K+]>S(=O)(=O)(O)O>[Cl:19][C:11]1[C:10]([N+:20]([O-:22])=[O:21])=[C:9]([NH2:8])[CH:14]=[C:13]([C:15]([F:16])([F:17])[F:18])[N:12]=1 |f:1.2.3|. Procedure details: Benzyl-(2-chloro-3-nitro-6-trifluoromethyl-pyridin-4-yl)-amine (3.1 g, 9.3 mmol) was stirred in 5 ml concentrated sulphuric acid for 0.5 h before cautiously pouring the solution into a beaker of crushed ice. Solid K2CO3 was added portion-wise until a basic pH was achieved and the aqueous extracted with 2×50 ml EtOAc. The combined organics were dried over MgSO4 and concentrated in vacuo to afford 2.2 g of the title compound as a pale yellow solid. Isolated yield 97.2%. Conditions: time 4 hour. Product: C(C1=CC=CC=C1)OC(=O)CNC(=O)C1=CC=C(C=C1)C(=O)N[C@@H](C(C)C)C(=O)N1[C@H](C(=O)NC(C(C(F)(F)F)=O)C(C)C)CCC1 (3(RS)-[[4-[(benzyloxycarbonyl)methylaminocarbonyl]-phenylcarbonyl]-L-valyl-L-prolyl]amino-1,1,1-trifluoro-4-methyl-2-oxopentane). Reaction SMILES: C1(C)C=CC(S(O)(=O)=O)=CC=1.[CH2:12]([O:19][C:20](=[O:23])[CH2:21][NH2:22])[C:13]1[CH:18]=[CH:17][CH:16]=[CH:15][CH:14]=1.[C:24]([C:27]1[CH:32]=[CH:31][C:30]([C:33]([NH:35][C@H:36]([C:40]([N:42]2[CH2:59][CH2:58][CH2:57][C@H:43]2[C:44]([NH:46][CH:47]([CH:54]([CH3:56])[CH3:55])[C:48](=[O:53])[C:49]([F:52])([F:51])[F:50])=[O:45])=[O:41])[CH:37]([CH3:39])[CH3:38])=[O:34])=[CH:29][CH:28]=1)(O)=[O:25].C1C=CC2N(O)N=NC=2C=1>CN(C=O)C>[CH2:12]([O:19][C:20]([CH2:21][NH:22][C:24]([C:27]1[CH:32]=[CH:31][C:30]([C:33]([NH:35][C@H:36]([C:40]([N:42]2[CH2:59][CH2:58][CH2:57][C@H:43]2[C:44]([NH:46][CH:47]([CH:54]([CH3:55])[CH3:56])[C:48](=[O:53])[C:49]([F:50])([F:51])[F:52])=[O:45])=[O:41])[CH:37]([CH3:39])[CH3:38])=[O:34])=[CH:29][CH:28]=1)=[O:25])=[O:23])[C:13]1[CH:18]=[CH:17][CH:16]=[CH:15][CH:14]=1 |f:0.1|. Run in CN(C)C=O (DMF). Reactants: C1(=CC=C(C=C1)S(=O)(=O)O)C.C(C1=CC=CC=C1)OC(CN)=O (glycine benzyl ester p-toluene-sulfonate), C(=O)(O)C1=CC=C(C=C1)C(=O)N[C@@H](C(C)C)C(=O)N1[C@H](C(=O)NC(C(C(F)(F)F)=O)C(C)C)CCC1 (3(RS)-[(4-carboxyphenylcarbonyl)-L-valyl-L-prolyl]amino-1,1,1-trifluoro-4-methyl-2-oxopentane), C=1C=CC2=C(C1)N=NN2O (HOBT). Reported procedure: To a mixture of glycine benzyl ester p-toluene-sulfonate (66 mg) and 3(RS)-[(4-carboxyphenylcarbonyl)-L-valyl-L-prolyl]amino-1,1,1-trifluoro-4-methyl-2-oxopentane (100 mg) in DMF (6 ml) were added HOBT (26 mg) and WSCD (30 mg) under ice-bath cooling. After being stirred at room temperature for 4 hours, the mixture was concentrated under reduced pressure. The residue was dissolved in ethyl acetate (30 ml) and washed with 5% aqueous citric acid (20 ml), water (20 ml), 5% aqueous sodium bicarbonate... Reactants: N(=[N+]=[N-])CC=1C(=NC=2N(C1C1=C(C=C(C=C1)Cl)Cl)C=C(N2)C(=O)O)C ((+)-6-(azidomethyl)-5-(2,4-dichlorophenyl)-7-methylimidazo[1,2-a]pyrimidine-2-carboxylic acid), N1CCOCC1 (morpholine), C1=CC2=C(N=C1)N(N=N2)O (HOAt), C(CCl)Cl (EDC), CCN(C(C)C)C(C)C (iPr2NEt). The solvent is C1CCOC1 (THF). Reaction conditions: time 2 hour. The product is N(=[N+]=[N-])CC=1C(=NC=2N(C1C1=C(C=C(C=C1)Cl)Cl)C=C(N2)C(=O)N2CCOCC2)C ((+)-(6-(azidomethyl)-5-(2,4-dichlorophenyl)-7-methylimidazo[1,2-a]pyrimidin-2-yl)(morpholino)methanone). The yield is 99.2%. Reaction SMILES: [N:1]([CH2:4][C:5]1[C:6]([CH3:25])=[N:7][C:8]2[N:9]([CH:19]=[C:20]([C:22]([OH:24])=O)[N:21]=2)[C:10]=1[C:11]1[CH:16]=[CH:15][C:14]([Cl:17])=[CH:13][C:12]=1[Cl:18])=[N+:2]=[N-:3].[NH:26]1[CH2:31][CH2:30][O:29][CH2:28][CH2:27]1.C1C=NC2N(O)N=NC=2C=1.C(Cl)CCl.CCN(C(C)C)C(C)C>C1COCC1>[N:1]([CH2:4][C:5]1[C:6]([CH3:25])=[N:7][C:8]2[N:9]([CH:19]=[C:20]([C:22]([N:26]3[CH2:31][CH2:30][O:29][CH2:28][CH2:27]3)=[O:24])[N:21]=2)[C:10]=1[C:11]1[CH:16]=[CH:15][C:14]([Cl:17])=[CH:13][C:12]=1[Cl:18])=[N+:2]=[N-:3]. Procedure: To a stirred solution of (+)-6-(azidomethyl)-5-(2,4-dichlorophenyl)-7-methylimidazo[1,2-a]pyrimidine-2-carboxylic acid (150 mg, 0.40 mmol) in THF (10 mL) was added morpholine (52 mg, 0.60 mmol), HOAt (81 mg, 0.60 mmol), EDC (114 mg, 0.60 mmol) and iPr2NEt (103 mg, 0.80 mmol). The reaction was kept at room temperature for 2 h and was concentrated under reduced pressure. The residue was diluted with EtOAc and the organic layer was washed with 1N HCl, 1N NaOH and brine prior to drying over anhydrou... Starting materials: Cl (hydrochloric acid), NC=1N=C(C2=C(N1)C=CN2CCCC2=CC=C(C(=O)OC(C)(C)C)C=C2)N (t-butyl 4-[3-(2,4-diaminopyrrolo[3,2-d]pyrimidin-5-yl)propyl]benzoate). Solvent: O1CCOCC1 (dioxane). Run at temperature 90 celsius, time 1 hour. Product: NC=1N=C(C2=C(N1)C=CN2CCCC2=CC=C(C(=O)O)C=C2)N (4-[3-(2,4-diaminopyrrolo[3,2-d]pyrimidin-5-yl)propyl]benzoic acid). Isolated yield 96.4%. RXN SMILES: [NH2:1][C:2]1[N:3]=[C:4]([NH2:27])[C:5]2[N:10]([CH2:11][CH2:12][CH2:13][C:14]3[CH:26]=[CH:25][C:17]([C:18]([O:20]C(C)(C)C)=[O:19])=[CH:16][CH:15]=3)[CH:9]=[CH:8][C:6]=2[N:7]=1.Cl>O1CCOCC1>[NH2:1][C:2]1[N:3]=[C:4]([NH2:27])[C:5]2[N:10]([CH2:11][CH2:12][CH2:13][C:14]3[CH:26]=[CH:25][C:17]([C:18]([OH:20])=[O:19])=[CH:16][CH:15]=3)[CH:9]=[CH:8][C:6]=2[N:7]=1. Reported procedure: The t-butyl 4-[3-(2,4-diaminopyrrolo[3,2-d]pyrimidin-5-yl)propyl]benzoate (1 g, 2.7 mmol) prepared in the Example 1 was added to a mixture comprising dioxane (50 ml) and 1N aqueous hydrochloric acid (50 ml). The obtained mixture was stirred at 90° C. for one hour. After the completion of the reaction, the reaction mixture was concentrated, subjected to silica gel column chromatography and eluted with a solvent (ethyl acetate/methanol/acetic acid=7:1:1) to give 0.81 g of 4-[3-(2,4-diaminopyrrolo[... The reactants are CCC(=O)[O-], CC#N, CC(=O)N(CC1CN(c2ccc(C3CCS(=O)(=O)CC3)c(F)c2)C(=O)O1)C(=O)OC(C)Cl, [Cs+], [I-], [Na+], O. The product is CCC(=O)OC(C)OC(=O)N(CC1CN(c2ccc(C3CCS(=O)(=O)CC3)c(F)c2)C(=O)O1)C(C)=O. Reaction SMILES: [C:35]([CH2:36][CH3:37])(=[O:38])[O-:39].[CH3:42][C:43]#[N:44].[Cl:1][CH:2]([CH3:3])[O:4][C:5]([N:6]([CH2:7][CH:8]1[CH2:9][N:10]([c:14]2[cH:15][c:16]([F:28])[c:17]([CH:20]3[CH2:21][CH2:22][S:23](=[O:26])(=[O:27])[CH2:24][CH2:25]3)[cH:18][cH:19]2)[C:11](=[O:13])[O:12]1)[C:29]([CH3:30])=[O:31])=[O:32].[Cs+:40].[I-:34].[Na+:33].[OH2:41]>>[CH:2]([CH3:3])([O:4][C:5]([N:6]([CH2:7][CH:8]1[CH2:9][N:10]([c:14]2[cH:15][c:16]([F:28])[c:17]([CH:20]3[CH2:21][CH2:22][S:23](=[O:26])(=[O:27])[CH2:24][CH2:25]3)[cH:18][cH:19]2)[C:11](=[O:13])[O:12]1)[C:29]([CH3:30])=[O:31])=[O:32])[O:39][C:35]([CH2:36][CH3:37])=[O:38]. The reactants are C(=O)([O-])[O-].[K+].[K+] (K2CO3), CI (methyl iodide), C(=O)=O (dry ice), C(C)(C)NC(C)C (diisopropylamine), C(CCC)[Li] (n-butyllithium), Cl (HCl), ClC(C1=CC(=C(C(=N1)C(F)(F)F)C(=O)OCC)OC(C)C)(F)F (Ethyl 6-(chlorodifluoromethyl)-4-(isopropoxy)-2-(trifluoromethyl)-3-pyridinecarboxylate). The solvent is CC(=O)C (acetone), CCCCCC (hexane), C1CCOC1 (THF), O (H2O), C1CCOC1 (THF). Conditions: temperature -78 celsius, time 15 minute. Yields the product ClC(C1=C(C(=C(C(=N1)C(F)(F)F)C(=O)OCC)OC(C)C)C(=O)OC)(F)F (3-Ethyl 5-methyl 6-(chlorodifluoromethyl)-4-isopropoxy-2-(trifluoromethyl)-3,5-pyridinedicarboxylate). Isolated yield 72.9%. RXN SMILES: C(NC(C)C)(C)C.C([Li])CCC.[Cl:13][C:14]([F:35])([F:34])[C:15]1[N:20]=[C:19]([C:21]([F:24])([F:23])[F:22])[C:18]([C:25]([O:27][CH2:28][CH3:29])=[O:26])=[C:17]([O:30][CH:31]([CH3:33])[CH3:32])[CH:16]=1.[C:36](=[O:38])=[O:37].Cl.[C:40]([O-])([O-])=O.[K+].[K+].CI>CCCCCC.C1COCC1.CC(C)=O.O>[Cl:13][C:14]([F:34])([F:35])[C:15]1[N:20]=[C:19]([C:21]([F:24])([F:22])[F:23])[C:18]([C:25]([O:27][CH2:28][CH3:29])=[O:26])=[C:17]([O:30][CH:31]([CH3:32])[CH3:33])[C:16]=1[C:36]([O:38][CH3:40])=[O:37] |f:5.6.7|. Procedure: To 50 ml of dry THF at -78° C. was added 6.3 ml (0.045 mol) of diisopropylamine followed by 19 ml (0.043 mol) of 2.3M n-butyllithium in hexane. After stirring at -78° C. for 15 minutes, a solution of 13.0 g (0.036 mol) of product of Example 8 in 50 ml of dry THF was added. After stirring at -78° C. for one hour, small pieces of dry ice were added. The addition was stopped when the exotherm ceased. Stirring at -78° C. was continued for 1 hour and then the reaction mixture was allowed to warm up t... Reactants: C(C)(C)(C)OC(CC1=CC(=CC=C1)[N+](=O)[O-])=O (3-nitrophenylacetic acid t-butyl ester), BrCCCCBr (1,4-dibromobutane). Product: 1b, [N+](=O)([O-])C=1C=C(C=CC1)C1(CCCC1)C(=O)O (1-(3-nitrophenyl)cyclopentanecarboxylic acid). Reaction SMILES: C([O:5][C:6](=[O:17])[CH2:7][C:8]1[CH:13]=[CH:12][CH:11]=[C:10]([N+:14]([O-:16])=[O:15])[CH:9]=1)(C)(C)C.Br[CH2:19][CH2:20][CH2:21][CH2:22]Br>>[N+:14]([C:10]1[CH:9]=[C:8]([C:7]2([C:6]([OH:5])=[O:17])[CH2:22][CH2:21][CH2:20][CH2:19]2)[CH:13]=[CH:12][CH:11]=1)([O-:16])=[O:15]. Procedure details: Using 3-nitrophenylacetic acid t-butyl ester as a starting material and also using 1,4-dibromobutane (1 eq.) as a reagent, the same procedures of Examples 1a and 1b gave 1-(3-nitrophenyl)cyclopentanecarboxylic acid. Reactants: amine, NS(=O)(=O)C1=CC=C(C=O)C=C1 (p-aminosulfonylbenzaldehyde), C(#N)CP(OCC)(OCC)=O.[H-].[Na+] (diethyl cyanomethylphosphonate sodium hydride). Solvent: O1CCCC1 (tetrahydrofuran). Yields the product C(#N)CCC1=CC=C(C=C1)S(=O)(=O)N (1-cyano-2-(4-aminosulfonylphenyl)-ethane). As a reaction SMILES: [NH2:1][S:2]([C:5]1[CH:12]=[CH:11][C:8]([CH:9]=O)=[CH:7][CH:6]=1)(=[O:4])=[O:3].[C:13]([CH2:15]P(=O)(OCC)OCC)#[N:14].[H-].[Na+]>O1CCCC1>[C:13]([CH2:15][CH2:9][C:8]1[CH:11]=[CH:12][C:5]([S:2]([NH2:1])(=[O:4])=[O:3])=[CH:6][CH:7]=1)#[N:14] |f:1.2.3|. Reported procedure: For the preparation of the amine starting material of Example 24, p-aminosulfonylbenzaldehyde was reacted with diethyl cyanomethylphosphonate/sodium hydride in tetrahydrofuran to give 1-cyano-2-(4-aminosulfonylphenyl)-ethane which was hydrogenated in methanol with Raney-cobalt as the catalyst to give 3-(4-aminosulfonylphenyl)-propylamine.